From a dataset of the Open Reaction Database (ORD), a public repository of structured organic reaction records. describe an organic reaction: reactants, conditions, products, and yield Starting materials: NCCC1=CC=C(C=C1)S(=O)(=O)N (AEBS), C1(CCCCC1)N=C=NC1CCCCC1 (dicyclohexylcarbodiimide), S(=O)(=O)=NC(=O)N (sulfonylurea), NCCC1=CC=C(C=C1)S(=O)(=O)N (4-(2-Amino-ethyl)benzenesulfonamide), C(Cl)(Cl)Cl (chloroform). Solvent: C(=S)=S (carbon disulfide), C(C)#N (acetonitrile). Product: S(=O)(=O)=NC(=O)N (sulfonylurea), S(N)(=O)(=O)N=C=S (sulfamoyl-isothiocyanate). RXN SMILES: [S:1](=[N:4][C:5]([NH2:7])=[O:6])(=[O:3])=[O:2].NCCC1C=CC([S:17]([NH2:20])(=[O:19])=[O:18])=CC=1.C(Cl)(Cl)Cl.C1(N=C=[N:33][CH:34]2CCCCC2)CCCCC1>C(#N)C.C(=S)=S>[S:1](=[N:4][C:5]([NH2:7])=[O:6])(=[O:3])=[O:2].[S:17]([N:33]=[C:34]=[S:1])(=[O:19])(=[O:18])[NH2:20]. Procedure details: A sulfonylurea derivative (SUNCS) is synthesized in preparation for making another sulfonylurea-containing initiator polymer. The preparation of SUNCS is achieved according to the synthetic scheme as illustrated in FIG. 3. 4-(2-Amino-ethyl)benzenesulfonamide (AEBS) is first dissolved in acetonitrile (or chloroform). In step 1 the AEBS solution is reacted with carbon disulfide (CS2) and dicyclohexylcarbodiimide (DCC). Dicyclohexylurea (DCU) product is removed from sulfamoyl-isothiocyanate (S-NCS)... The reactants are Brc1ccc(Br)nc1, C#CCNC(C)=O, CCOC(C)=O, CC(C)NC(C)C, [Cu]I, Cl[Pd]Cl, c1ccc(P(c2ccccc2)c2ccccc2)cc1, c1ccc(P(c2ccccc2)c2ccccc2)cc1. Product: CC(=O)NCC#Cc1ccc(Br)cn1. As a reaction SMILES: [Br:1][c:2]1[n:3][cH:4][c:5]([Br:8])[cH:6][cH:7]1.[C:9]([CH3:10])(=[O:11])[NH:12][CH2:13][C:14]#[CH:15].[CH3:23][CH2:24][O:25][C:26](=[O:27])[CH3:28].[CH:16]([NH:17][CH:18]([CH3:19])[CH3:20])([CH3:21])[CH3:22].[Cu:29][I:30].[Pd:31]([Cl:32])[Cl:33].[c:34]1([P:35]([c:36]2[cH:37][cH:38][cH:39][cH:40][cH:41]2)[c:42]2[cH:43][cH:44][cH:45][cH:46][cH:47]2)[cH:48][cH:49][cH:50][cH:51][cH:52]1.[c:53]1([P:54]([c:55]2[cH:56][cH:57][cH:58][cH:59][cH:60]2)[c:61]2[cH:62][cH:63][cH:64][cH:65][cH:66]2)[cH:67][cH:68][cH:69][cH:70][cH:71]1>>[c:2]1([C:15]#[C:14][CH2:13][NH:12][C:9]([CH3:10])=[O:11])[n:3][cH:4][c:5]([Br:8])[cH:6][cH:7]1. The reactants are ClC1=CC=C(C=C1)C1(CCCC1)C(=O)O (1-(4-chlorophenyl) cyclopentanecarboxylic acid), NCCCN1CCC(CC1)C=1C=C(C=CC1)NC(CCC)=O (N-{3-[1-(3-aminopropyl)-4-piperidinyl]phenyl}butanamide). The product is C(CCC)(=O)NC=1C=C(C=CC1)C1CCN(CC1)CCCNC(=O)C1(CCCC1)C1=CC=C(C=C1)Cl (N-(3-{4-[3-(BUTYRYLAMINO)PHENYL]-1-PIPERIDINYL}PROPYL)-1-(4-CHLOROPHENYL) CYCLOPENTANECARBOXAMIDE). As a reaction SMILES: [Cl:1][C:2]1[CH:7]=[CH:6][C:5]([C:8]2([C:13]([OH:15])=O)[CH2:12][CH2:11][CH2:10][CH2:9]2)=[CH:4][CH:3]=1.[NH2:16][CH2:17][CH2:18][CH2:19][N:20]1[CH2:25][CH2:24][CH:23]([C:26]2[CH:27]=[C:28]([NH:32][C:33](=[O:37])[CH2:34][CH2:35][CH3:36])[CH:29]=[CH:30][CH:31]=2)[CH2:22][CH2:21]1>>[C:33]([NH:32][C:28]1[CH:27]=[C:26]([CH:23]2[CH2:24][CH2:25][N:20]([CH2:19][CH2:18][CH2:17][NH:16][C:13]([C:8]3([C:5]4[CH:4]=[CH:3][C:2]([Cl:1])=[CH:7][CH:6]=4)[CH2:9][CH2:10][CH2:11][CH2:12]3)=[O:15])[CH2:21][CH2:22]2)[CH:31]=[CH:30][CH:29]=1)(=[O:37])[CH2:34][CH2:35][CH3:36]. Reported procedure: Example 102 was prepared from 1-(4-chlorophenyl) cyclopentanecarboxylic acid and N-{3-[1-(3-aminopropyl)-4-piperidinyl]phenyl}butanamide according to the procedures described in Scheme 10: 1H NMR (400 MHz, CDCl3) δ 7.51 (s, 1H), 7.42 (s, 1H), 7.34–7.24 (m, 6H), 6.95 (d, 1H, J=7.6 Hz), 6.57 (br s, 1H), 3.28 (dd, 2H, J=5.6, 11.6 Hz), 2.92 (d, 2H, J=12.0 Hz), 2.53–2.43 (m, 3H), 2.37–2.29 (m, 4H), 1.99–1.91 (m, 4H), 1.83–1.58 (m, 12H), 1.02 (t, 3H, J=7.6 Hz); ESMS m/e: 510.3 (M+H)+. Starting materials: O=C(O)c1ccc(F)cc1Br, [Li]CCCC, C1CCOC1, CN1CCC(=O)CC1, CCCCCC, O. Yields the product CN1CCC2(CC1)OC(=O)c1ccc(F)cc12. Reaction SMILES: [Br:1][c:2]1[c:3]([C:4](=[O:5])[OH:6])[cH:7][cH:8][c:9]([F:11])[cH:10]1.[CH2:12]([Li:13])[CH2:14][CH2:15][CH3:16].[CH2:26]1[O:27][CH2:28][CH2:29][CH2:30]1.[CH3:17][N:18]1[CH2:19][CH2:20][C:21](=[O:24])[CH2:22][CH2:23]1.[CH3:31][CH2:32][CH2:33][CH2:34][CH2:35][CH3:36].[OH2:25]>>[c:2]12[c:3]([cH:7][cH:8][c:9]([F:11])[cH:10]1)[C:4](=[O:5])[O:6][C:21]21[CH2:20][CH2:19][N:18]([CH3:17])[CH2:23][CH2:22]1. Reactants: CC(=O)O[BH-](OC(C)=O)OC(C)=O, CN(C)C(=O)c1cc(C=O)ccc1NC(=O)c1ccccc1-c1ccc(C(F)(F)F)cc1, CNCC(=O)OC, CCOC(C)=O, ClCCl, Cl, [Na+]. Product: COC(=O)CNCCc1ccc(NC(=O)c2ccccc2-c2ccc(C(F)(F)F)cc2)c(C(=O)N(C)C)c1. As a reaction SMILES: [C:41]([O:42][BH-:43]([O:44][C:45](=[O:46])[CH3:47])[O:48][C:49](=[O:50])[CH3:51])(=[O:52])[CH3:53].[CH3:1][N:2]([C:3](=[O:4])[c:5]1[c:6]([NH:13][C:14](=[O:15])[c:16]2[c:17](-[c:22]3[cH:23][cH:24][c:25]([C:28]([F:29])([F:30])[F:31])[cH:26][cH:27]3)[cH:18][cH:19][cH:20][cH:21]2)[cH:7][cH:8][c:9]([CH:11]=[O:12])[cH:10]1)[CH3:32].[CH3:34][O:35][C:36]([CH2:37][NH:38][CH3:39])=[O:40].[CH3:58][CH2:59][O:60][C:61](=[O:62])[CH3:63].[Cl:55][CH2:56][Cl:57].[ClH:33].[Na+:54]>>[CH3:1][N:2]([C:3](=[O:4])[c:5]1[c:6]([NH:13][C:14](=[O:15])[c:16]2[c:17](-[c:22]3[cH:23][cH:24][c:25]([C:28]([F:29])([F:30])[F:31])[cH:26][cH:27]3)[cH:18][cH:19][cH:20][cH:21]2)[cH:7][cH:8][c:9]([CH2:11][CH2:39][NH:38][CH2:37][C:36]([O:35][CH3:34])=[O:40])[cH:10]1)[CH3:32]. Reactants: C(C1=CC=CC=C1)C(C(=O)OCC)C(=O)OCC (Diethyl benzylmalonate), [H-].[Al+3].[Li+].[H-].[H-].[H-] (lithium aluminium hydride). The product is C(C1=CC=CC=C1)C(CO)CO (2-benzylpropane-1,3-diol). RXN SMILES: [CH2:1]([CH:8]([C:14](OCC)=[O:15])[C:9](OCC)=[O:10])[C:2]1[CH:7]=[CH:6][CH:5]=[CH:4][CH:3]=1.[H-].[Al+3].[Li+].[H-].[H-].[H-]>>[CH2:1]([CH:8]([CH2:9][OH:10])[CH2:14][OH:15])[C:2]1[CH:7]=[CH:6][CH:5]=[CH:4][CH:3]=1 |f:1.2.3.4.5.6|. Reported procedure: Diethyl benzylmalonate is reduced with lithium aluminium hydride to give 2-benzylpropane-1,3-diol (m.p. 64°-65° C.) and esterified with an equimolar amount of benzenesulphochloride in anhydrous pyridine to give 2-benzylpropane-1,3-diol monobenzenesulphonate (oily substance). Reaction thereof with the sodium salt of hexadecanethiol in ethanol gives the desired 2-benzyl-3-hexadecylthiopropan-1-ol (wax-like compound).